This data is from the Open Reaction Database (ORD), a public repository of structured organic reaction records. The task is: describe an organic reaction: reactants, conditions, products, and yield Reactants: Cc1c(C=O)ncn1C(c1ccccc1)(c1ccccc1)c1ccccc1, CCOC(C)=O, Cl, C1CCOC1. Yields the product CCOC(=O)CC(O)c1ncn(C(c2ccccc2)(c2ccccc2)c2ccccc2)c1C. Reaction SMILES: [CH3:1][c:2]1[c:3]([CH:26]=[O:27])[n:4][cH:5][n:6]1[C:7]([c:8]1[cH:9][cH:10][cH:11][cH:12][cH:13]1)([c:14]1[cH:15][cH:16][cH:17][cH:18][cH:19]1)[c:20]1[cH:21][cH:22][cH:23][cH:24][cH:25]1.[CH3:29][CH2:30][O:31][C:32]([CH3:33])=[O:34].[ClH:28].[O:35]1[CH2:36][CH2:37][CH2:38][CH2:39]1>>[CH3:1][c:2]1[c:3]([CH:26]([OH:27])[CH2:33][C:32]([O:31][CH2:30][CH3:29])=[O:34])[n:4][cH:5][n:6]1[C:7]([c:8]1[cH:9][cH:10][cH:11][cH:12][cH:13]1)([c:14]1[cH:15][cH:16][cH:17][cH:18][cH:19]1)[c:20]1[cH:21][cH:22][cH:23][cH:24][cH:25]1.